This data is from the Open Reaction Database (ORD), a public repository of structured organic reaction records. The task is: describe an organic reaction: reactants, conditions, products, and yield The reactants are solution, 4-M, Cl (hydrochloric acid), O1CCOCC1 (dioxane), NC=1C=C(C=CC1OC)/C=C(/C#N)\C1=CC(=C(C(=C1)OC)OC)OC.C(=O)(OC(C)(C)C)N[C@@H](CC1=CC=CC=C1)C(=O)N ((E)-3-(3-Amino-4-methoxyphenyl)-2-(3,4,5-trimethoxyphenyl)-prop-2-enenitrile Boc-L-phenylalanineamide), C(C)OCC (diethyl ether). Solvent: ClCCl (dichloromethane). The product is NC=1C=C(C=CC1OC)/C=C(/C#N)\C1=CC(=C(C(=C1)OC)OC)OC.Cl.N[C@@H](CC1=CC=CC=C1)C(=O)N ((E)-3-(3-Amino-4-methoxyphenyl)-2-(3,4,5-trimethoxyphenyl)-prop-2-enenitrile L-phenylalanineamide Hydrochloride). Yield: 77.0%. As a reaction SMILES: [NH2:1][C:2]1[CH:3]=[C:4](/[CH:10]=[C:11](\[C:14]2[CH:19]=[C:18]([O:20][CH3:21])[C:17]([O:22][CH3:23])=[C:16]([O:24][CH3:25])[CH:15]=2)/[C:12]#[N:13])[CH:5]=[CH:6][C:7]=1[O:8][CH3:9].C([NH:33][C@H:34]([C:42]([NH2:44])=[O:43])[CH2:35][C:36]1[CH:41]=[CH:40][CH:39]=[CH:38][CH:37]=1)(OC(C)(C)C)=O.[ClH:45].O1CCOCC1.C(OCC)C>ClCCl>[NH2:1][C:2]1[CH:3]=[C:4](/[CH:10]=[C:11](\[C:14]2[CH:15]=[C:16]([O:24][CH3:25])[C:17]([O:22][CH3:23])=[C:18]([O:20][CH3:21])[CH:19]=2)/[C:12]#[N:13])[CH:5]=[CH:6][C:7]=1[O:8][CH3:9].[ClH:45].[NH2:33][C@H:34]([C:42]([NH2:44])=[O:43])[CH2:35][C:36]1[CH:41]=[CH:40][CH:39]=[CH:38][CH:37]=1 |f:0.1,6.7.8|. Procedure details: (E)-3-(3-Amino-4-methoxyphenyl)-2-(3,4,5-trimethoxyphenyl)-prop-2-enenitrile-Boc-L-phenylalanineamide (1,082 mg, 1.11 mmols) was dissolved in 10 ml of dichloromethane, and 5 ml of a solution of 4-M hydrochloric acid and dioxane were added thereto. The mixture was reacted at room temperature for 1 hour. One-hundred milliliters of diethyl ether were added thereto, and the resulting mixture was filtered. The thus-obtained powder was recrystallized from a mixture of chloroform, methanol and ethyl ac... The reactants are FC1=CC=C(C=C1)S(=O)(=O)C1=CC=C(C=C1)F (Bis-(4-fluorophenyl) sulphone), [OH-].[K+] (potassium hydroxide), CS(=O)C (dimethyl sulphoxide). Run in O (water). Yields the product FC1=CC=C(C=C1)S(=O)(=O)C1=CC=C(C=C1)O (4-(4-fluorophenylsulphonyl)phenol). As a reaction SMILES: [F:1][C:2]1[CH:7]=[CH:6][C:5]([S:8]([C:11]2[CH:16]=[CH:15][C:14](F)=[CH:13][CH:12]=2)(=[O:10])=[O:9])=[CH:4][CH:3]=1.[OH-].[K+].CS(C)=[O:22]>O>[F:1][C:2]1[CH:7]=[CH:6][C:5]([S:8]([C:11]2[CH:16]=[CH:15][C:14]([OH:22])=[CH:13][CH:12]=2)(=[O:10])=[O:9])=[CH:4][CH:3]=1 |f:1.2|. Procedure details: Bis-(4-fluorophenyl) sulphone (100 g; 0.394 mole), potassium hydroxide solution (91.98 g; 0.787 mole KOH) and dimethyl sulphoxide (400 cm3) were stirred together in a stainless steel vessel under nitrogen at 57° C. for 24 hours. Two liquid phases remained throughout the reaction. The reaction mixture was diluted with water and twice extracted with diethyl ether to recover non-phenolic material (9 g). The aqueous phase was then acidified and the phenolic component (86 g; m.p. 150°-154° C.) was ex...